From a dataset of the Open Reaction Database (ORD), a public repository of structured organic reaction records. describe an organic reaction: reactants, conditions, products, and yield Reactants: C[C@@H]1N(CCC1)C1C[C@H](CC1)C1=CC=C(C=C1)N (4-[(S)-3-((S)-2-methyl-pyrrolidin-1-yl)-cyclopentyl]-phenylamine), C[C@@H]1N(CCC1)C1C[C@H](CC1)C1=CC=C(C=C1)N (4-[(S)-3-((S)-2-methyl-pyrrolidin-1-yl)-cyclopentyl]-phenylamine), FC1=CC=C(C(=O)Cl)C=C1 (4-fluorobenzoyl chloride). The product is FC1=CC=C(C(=O)NC2=CC=C(C=C2)[C@@H]2CC(CC2)N2[C@H](CCC2)C)C=C1 (4-Fluoro-N-{4-[(S)-3-((S)-2-methyl-pyrrolidin-1-yl)-cyclopentyl]-phenyl}-benzamide). RXN SMILES: [CH3:1][C@H:2]1[CH2:6][CH2:5][CH2:4][N:3]1[CH:7]1[CH2:11][CH2:10][C@H:9]([C:12]2[CH:17]=[CH:16][C:15]([NH2:18])=[CH:14][CH:13]=2)[CH2:8]1.[F:19][C:20]1[CH:28]=[CH:27][C:23]([C:24](Cl)=[O:25])=[CH:22][CH:21]=1>>[F:19][C:20]1[CH:28]=[CH:27][C:23]([C:24]([NH:18][C:15]2[CH:16]=[CH:17][C:12]([C@H:9]3[CH2:10][CH2:11][CH:7]([N:3]4[CH2:4][CH2:5][CH2:6][C@@H:2]4[CH3:1])[CH2:8]3)=[CH:13][CH:14]=2)=[O:25])=[CH:22][CH:21]=1. Procedure details: The title compound was synthesized essentially in the same manner as Example 28 by employing 4-[(S)-3-((S)-2-methyl-pyrrolidin-1-yl)-cyclopentyl]-phenylamine (Intermediate 14) and 4-fluorobenzoyl chloride. Starting materials: C(C)(C)(C)OC(N[C@@H](C(CCl)=O)CC1=C(C=CC(=C1)F)F)=O ((R)-1-(2,5-difluorophenylmethyl)-3-chloro-2-oxopropylcarbamic acid tert-butyl ester), C1CCOC1 (THF), [BH4-].[Na+] (NaBH4). Solvent: O (water). Run at temperature 0 celsius, time 5 minute. Product: C(C)(C)(C)OC(N[C@@H]([C@H](CCl)O)CC1=C(C=CC(=C1)F)F)=O ((R,R)-1-(2,5-Difluorophenylmethyl)-3-chloro-2-hydroxypropylcarbamic acid tert-butyl ester), solid. The yield is 60.0%. Reaction SMILES: [C:1]([O:5][C:6](=[O:22])[NH:7][C@H:8]([CH2:13][C:14]1[CH:19]=[C:18]([F:20])[CH:17]=[CH:16][C:15]=1[F:21])[C:9](=[O:12])[CH2:10][Cl:11])([CH3:4])([CH3:3])[CH3:2].C1COCC1.[BH4-].[Na+]>O>[C:1]([O:5][C:6](=[O:22])[NH:7][C@H:8]([CH2:13][C:14]1[CH:19]=[C:18]([F:20])[CH:17]=[CH:16][C:15]=1[F:21])[C@@H:9]([OH:12])[CH2:10][Cl:11])([CH3:4])([CH3:2])[CH3:3] |f:2.3|. Reported procedure: To a stirred solution of (R)-1-(2,5-difluorophenylmethyl)-3-chloro-2-oxopropylcarbamic acid tert-butyl ester (3.56 g, 11 mmol) in a solution of 9:1 THF:water (150 mL) at 0° C. is added NaBH4 (0.49 g, 13 mmol, 1.2 eq) and stirred for 5 min. The reaction mixture is concentrated under reduced pressure to a white solid which is suspended in a mixture of water and ethyl acetate. This biphasic mixture is cooled to 0° C. and quenched slowly with 2M NaHSO4 until pH˜2 and the layers rapidly separated. Th... The reactants are OO (hydrogen peroxide), C(CCCCCCC\C=C/CCCCCCCC)(=O)O (oleic acid), O=O (oxygen), C(CCCCCCCC)O (nonanol), C(CCCCCCCC)=O (nonanal), O=C(C(=O)O)CCCCCCC (oxononanoic acid), C(CCCCCCCC)=O (Nonanal). The product is O=CCCCCCCCC(=O)OCC (ethyl 9-oxononanoate). RXN SMILES: [C:1]([OH:20])(=[O:19])[CH2:2][CH2:3][CH2:4][CH2:5][CH2:6][CH2:7][CH2:8]/[CH:9]=C\CCCCCCCC.[CH:21](=O)[CH2:22]CCCCCCC.[O:31]=C(CCCCCCC)C(O)=O.O=O.OO.C(O)CCCCCCCC>>[O:31]=[CH:9][CH2:8][CH2:7][CH2:6][CH2:5][CH2:4][CH2:3][CH2:2][C:1]([O:20][CH2:21][CH3:22])=[O:19]. Procedure details: As an example, oleic acid can be oxidatively cleaved into nonanal (m.p. −18° C., b.p. 195° C.) and oxononanoic acid (m.p. 70° C., b.p. 181-182° C.) with oxygen, air or hydrogen peroxide. Nonanal can be utilized as is or converted to nonanol (m.p. −7° C., b.p. 215° C.) by catalytic hydrogenation. The nonanal can be distilled off and the high melting oxonanoic acid can be converted to an ester by reaction with bio-derived ethanol to produce ethyl 9-oxononanoate (m.p. 5° C.). The following represen... Reactants: N#Cc1cccnn1, CO, C[O-], [Cl-], [NH4+], [Na+]. Product: N=C(N)c1cccnn1, Cl. As a reaction SMILES: [C:4](#[N:5])[c:6]1[n:7][n:8][cH:9][cH:10][cH:11]1.[CH3:14][OH:15].[CH3:1][O-:2].[Cl-:12].[NH4+:13].[Na+:3]>>[C:4]([NH2:5])([c:6]1[n:7][n:8][cH:9][cH:10][cH:11]1)=[NH:13].[ClH:12].